From a dataset of the Open Reaction Database (ORD), a public repository of structured organic reaction records. describe an organic reaction: reactants, conditions, products, and yield Starting materials: COC(=O)c1ccc(C(C)NC(=O)c2cc(Cl)cnc2Cl)cc1, Cc1ccc(O)cc1F. The product is COC(=O)c1ccc(C(C)NC(=O)c2cc(Cl)cnc2Oc2ccc(C)c(F)c2)cc1. As a reaction SMILES: [Cl:1][c:2]1[n:3][cH:4][c:5]([Cl:23])[cH:6][c:7]1[C:8](=[O:9])[NH:10][CH:11]([CH3:12])[c:13]1[cH:14][cH:15][c:16]([C:17](=[O:18])[O:19][CH3:20])[cH:21][cH:22]1.[F:24][c:25]1[cH:26][c:27]([OH:32])[cH:28][cH:29][c:30]1[CH3:31]>>[c:2]1([O:32][c:27]2[cH:26][c:25]([F:24])[c:30]([CH3:31])[cH:29][cH:28]2)[n:3][cH:4][c:5]([Cl:23])[cH:6][c:7]1[C:8](=[O:9])[NH:10][CH:11]([CH3:12])[c:13]1[cH:14][cH:15][c:16]([C:17](=[O:18])[O:19][CH3:20])[cH:21][cH:22]1. The reactants are ClC1CCCOC1c1ccccc1, OCCCC=Cc1ccccc1. The product is O=CCCC=Cc1ccccc1. RXN SMILES: [Cl:13][CH:14]1[CH2:15][CH2:16][CH2:17][O:18][CH:19]1[c:20]1[cH:21][cH:22][cH:23][cH:24][cH:25]1.[c:1]1([CH:7]=[CH:8][CH2:9][CH2:10][CH2:11][OH:12])[cH:2][cH:3][cH:4][cH:5][cH:6]1>>[c:1]1([CH:7]=[CH:8][CH2:9][CH2:10][CH:11]=[O:12])[cH:2][cH:3][cH:4][cH:5][cH:6]1. Starting materials: C1(=CC=CC=C1)S(=O)(=O)C1=CC=C(C=C1)NC(C(C(F)(F)F)(C)O)=O (N-(4-phenylsulfonylphenyl)-3,3,3-trifluoro-2-hydroxy-2-methylpropanamide), B (borane). The solvent is O1CCCC1 (tetrahydrofuran), O1CCCC1 (tetrahydrofuran). Conditions: temperature 0 celsius, time 15 minute. Product: FC(C(CNC1=CC=C(C=C1)S(=O)(=O)C1=CC=CC=C1)(O)C)(F)F (1,1,1-Trifluoro-2-methyl-3-(4-phenylsulfonylphenylamino)propan-2-ol). Isolated yield 33.5%. RXN SMILES: [C:1]1([S:7]([C:10]2[CH:15]=[CH:14][C:13]([NH:16][C:17](=O)[C:18]([OH:24])([CH3:23])[C:19]([F:22])([F:21])[F:20])=[CH:12][CH:11]=2)(=[O:9])=[O:8])[CH:6]=[CH:5][CH:4]=[CH:3][CH:2]=1.B>O1CCCC1>[F:22][C:19]([F:20])([F:21])[C:18]([CH3:23])([OH:24])[CH2:17][NH:16][C:13]1[CH:12]=[CH:11][C:10]([S:7]([C:1]2[CH:6]=[CH:5][CH:4]=[CH:3][CH:2]=2)(=[O:8])=[O:9])=[CH:15][CH:14]=1. Procedure details: To a solution of N-(4-phenylsulfonylphenyl)-3,3,3-trifluoro-2-hydroxy-2-methylpropanamide (0.5 g, 1.33 mmol) in tetrahydrofuran (10 mL) at 0° C. was added a solution of borane in tetrahydrofuran (3.14 mL of 1.0M, 3.14 mmol) in a dropwise manner. The mixture was stirred at 0° C. for 15 minutes and was then refluxed for 18 hours. Excess borane was quenched by the careful addition of methanol. Evaporation of the mixture gave a white solid. The solid was partitioned between an aqueous sodium bicarbo... The reactants are O=C=NC(=O)c1ccccc1, O=C(NC(=O)c1ccccc1)NC1CCC(=O)c2ccccc21, NC1CCC(=O)c2ccccc21. Yields the product NC(=O)NC1CCC(=O)c2ccccc21. Reaction SMILES: [C:13]([N:14]=[C:15]=[O:16])(=[O:17])[c:18]1[cH:19][cH:20][cH:21][cH:22][cH:23]1.[C:24](=[O:25])([c:26]1[cH:27][cH:28][cH:29][cH:30][cH:31]1)[NH:32][C:33](=[O:34])[NH:35][CH:36]1[CH2:37][CH2:38][C:39](=[O:46])[c:40]2[cH:41][cH:42][cH:43][cH:44][c:45]21.[O:1]=[C:2]1[c:3]2[c:4]([cH:5][cH:6][cH:7][cH:8]2)[CH:9]([NH2:10])[CH2:11][CH2:12]1>>[NH2:32][C:33](=[O:34])[NH:35][CH:36]1[CH2:37][CH2:38][C:39](=[O:46])[c:40]2[cH:41][cH:42][cH:43][cH:44][c:45]21. Reactants: ClC1=CC=C2C=C(C=NC2=C1)OC1=CC=C(OC(C(=O)N)C)C=C1 (2-[4-(7-chloroquinolin-3-yloxy)phenoxy]propionamide), C([O-])(O)=O.[Na+] (sodium bicarbonate), P(=O)(Cl)(Cl)Cl (phosphorus oxychloride). The solvent is O (water). Product: ClC1=CC=C2C=C(C=NC2=C1)OC1=CC=C(OC(C#N)C)C=C1 (2-[4-(7-chloroquinolin-3-yloxy)phenoxy]propionitrile). As a reaction SMILES: [Cl:1][C:2]1[CH:11]=[C:10]2[C:5]([CH:6]=[C:7]([O:12][C:13]3[CH:24]=[CH:23][C:16]([O:17][CH:18]([CH3:22])[C:19]([NH2:21])=O)=[CH:15][CH:14]=3)[CH:8]=[N:9]2)=[CH:4][CH:3]=1.P(Cl)(Cl)(Cl)=O.C(=O)(O)[O-].[Na+]>O>[Cl:1][C:2]1[CH:11]=[C:10]2[C:5]([CH:6]=[C:7]([O:12][C:13]3[CH:14]=[CH:15][C:16]([O:17][CH:18]([CH3:22])[C:19]#[N:21])=[CH:23][CH:24]=3)[CH:8]=[N:9]2)=[CH:4][CH:3]=1 |f:2.3|. Procedure details: 2-[4-(7-Chloroquinolin-3-yloxy)phenoxy]propionamide (see Example 23) (1.2 g) was added slowly with stirring to phosphorus oxychloride (10 ml) at 20° C. The mixture was heated briefly to the boiling point then poured on to water and neutralized carefully with aqueous sodium bicarbonate solution. Extraction with ethyl acetate gave, after drying and evaporation, the crude product as a pale yellow oil. Purification by chromatography on silica gel gave 2-[4-(7-chloroquinolin-3-yloxy)phenoxy]propionit... Reactants: C(C)OC(=O)[C@H]1[C@@H](CC(C1)O[Si](C)(C)C(C)(C)C)CO ((1R,2R)-4-(tert-Butyl-dimethyl-silanyloxy)-2-hydroxymethyl-cyclopentanecarboxylic acid ethyl ester), ClC1=CC=C(C=C1)O (4-chlorophenol), C1(=CC=CC=C1)P(C1=CC=CC=C1)C1=CC=CC=C1 (triphenylphoshine), C(C)(C)(C)OC(=O)N=NC(=O)OC(C)(C)C (di-tert-butyl-azodicarboxylate). Run in ClCCl (dichloromethane), O1CCCC1 (tetrahydrofuran), O1CCCC1 (tetrahydrofuran). Conditions: time 2.5 day. Yields the product C(C)OC(=O)[C@H]1[C@@H](CC(C1)O[Si](C)(C)C(C)(C)C)COC1=CC=C(C=C1)Cl ((1R,2R)-4-(tert-Butyl-dimethyl-silanyloxy)-2-(4-chloro-phenoxymethyl)-cyclopentanecarboxylic acid ethyl ester). Yield: 89.1%. Reaction SMILES: [CH2:1]([O:3][C:4]([C@@H:6]1[CH2:10][CH:9]([O:11][Si:12]([C:15]([CH3:18])([CH3:17])[CH3:16])([CH3:14])[CH3:13])[CH2:8][C@H:7]1[CH2:19][OH:20])=[O:5])[CH3:2].[Cl:21][C:22]1[CH:27]=[CH:26][C:25](O)=[CH:24][CH:23]=1.C1(P(C2C=CC=CC=2)C2C=CC=CC=2)C=CC=CC=1.C(OC(N=NC(OC(C)(C)C)=O)=O)(C)(C)C>ClCCl.O1CCCC1>[CH2:1]([O:3][C:4]([C@@H:6]1[CH2:10][CH:9]([O:11][Si:12]([C:15]([CH3:16])([CH3:18])[CH3:17])([CH3:13])[CH3:14])[CH2:8][C@H:7]1[CH2:19][O:20][C:25]1[CH:26]=[CH:27][C:22]([Cl:21])=[CH:23][CH:24]=1)=[O:5])[CH3:2]. Reported procedure: To a cold (ice bath) mixture of (1R,2R)-4-(tert-Butyl-dimethyl-silanyloxy)-2-hydroxymethyl-cyclopentanecarboxylic acid ethyl ester (epimeric mixture, 250 mg), 4-chlorophenol (136 mg) and triphenylphoshine (256 mg) in dichloromethane (4 mL) and tetrahydrofuran (1.5 mL) was slowly added a solution of di-tert-butyl-azodicarboxylate (225 mg) in tetrahydrofuran (2.5 mL). The reaction mixture was stirred at room temperature for 2.5 days then concentrated in vacuo and the residue was purified by flash ...